From a dataset of the Open Reaction Database (ORD), a public repository of structured organic reaction records. describe an organic reaction: reactants, conditions, products, and yield Reactants: FC1=C(C(=O)Cl)C(=CC=C1)F (2,6-difluorobenzoyl chloride), CCN(C(C)C)C(C)C (DIEA), CN1N=C(C=C1C1=CN=C(S1)N)C(F)(F)F (5-[1-methyl-3-(trifluoromethyl)pyrazol-5-yl]-1,3-thiazole-2-ylamine). Reagents/catalysts: CN(C)C=1C=CN=CC1 (DMAP). The solvent is C(Cl)Cl (DCM), C(Cl)Cl (DCM). Conditions: time 8 hour. The product is FC1=C(C(=CC=C1)F)C(=O)NC=1SC(=CN1)C1=CC(=NN1C)C(F)(F)F ((2,6-difluorophenyl)-N-{5-[1-methyl-3-(trifluoromethyl)pyrazol-5-yl](1,3-thiazol-2-yl)}carboxamide). Yield: 75.9%. RXN SMILES: [CH3:1][N:2]1[C:6]([C:7]2[S:11][C:10]([NH2:12])=[N:9][CH:8]=2)=[CH:5][C:4]([C:13]([F:16])([F:15])[F:14])=[N:3]1.[F:17][C:18]1[CH:26]=[CH:25][CH:24]=[C:23]([F:27])[C:19]=1[C:20](Cl)=[O:21].CCN(C(C)C)C(C)C>C(Cl)Cl.CN(C1C=CN=CC=1)C>[F:17][C:18]1[CH:26]=[CH:25][CH:24]=[C:23]([F:27])[C:19]=1[C:20]([NH:12][C:10]1[S:11][C:7]([C:6]2[N:2]([CH3:1])[N:3]=[C:4]([C:13]([F:16])([F:14])[F:15])[CH:5]=2)=[CH:8][N:9]=1)=[O:21]. Reported procedure: To a mixture of 5-[1-methyl-3-(trifluoromethyl)pyrazol-5-yl]-1,3-thiazole-2-ylamine (63, 4.6 mg, 0.019 mmol) in 0.5 ml DCM were added 2,6-difluorobenzoyl chloride (5 μl, 2 eq), DIEA (17 μl, 3 eq) and DMAP (2 mg). After stirred at r.t for overnight, the reaction mixture was worked up with DCM/aq. NaCO3, the DCM phase was concentrated to dryness. The solid residue was dissolved in 1 ml THF/MeOH/H2O (5:4:1). 0.1 ml of 1N NaOH were added and mixture was stirred at r.t for 1 h before worked up DCM//a... Starting materials: NN (hydrazine), BrC1=CC(=C(C(NC)=S)C=C1)F (4-bromo-2-fluoro-N-methylbenzothioamide). Solvent: CS(=O)C (dimethylsulfoxide), C(C)(=O)OCC (ethyl acetate), O (water). Reaction conditions: temperature 100 celsius, time 2 hour. The product is BrC1=CC=C2C(=NNC2=C1)NC (6-bromo-N-methyl-1H-indazol-3-amine). Yield: 54.2%. RXN SMILES: [NH2:1][NH2:2].[Br:3][C:4]1[CH:13]=[CH:12][C:7]([C:8](=S)[NH:9][CH3:10])=[C:6](F)[CH:5]=1>CS(C)=O.C(OCC)(=O)C.O>[Br:3][C:4]1[CH:5]=[C:6]2[C:7]([C:8]([NH:9][CH3:10])=[N:1][NH:2]2)=[CH:12][CH:13]=1. Reported procedure: Anhydrous hydrazine (0.25 mL, 8.1 mmol) was added to a solution of 4-bromo-2-fluoro-N-methylbenzothioamide (200 mg, 0.8 mmol) in dimethylsulfoxide (2.5 mL). The reaction was heated to 100° C. and stirred for 2 hours. The reaction was cooled to room temperature and diluted with ethyl acetate and water. The layers were separated and the aqueous was extracted with ethyl acetate (3×). The combined organics were washed with saturated aqueous sodium carbonate and brine, dried over sodium sulfate, filt... The reactants are CS(=O)(=O)C1=CC=C(C=C1)NC(=O)C1=C(N(C(=C1)C)C1=C(C=CC=C1)Br)C (1-(2-bromophenyl)-2,5-dimethyl-1H-pyrrole-3-carboxylic acid (4-methanesulfonyl-phenyl)-amide), ClC=1C=C(C=CC1)B(O)O (3-chlorophenylboronic acid). The reagents and catalysts are C1=CC=C(C=C1)P([C-]2C=CC=C2)C3=CC=CC=C3.C1=CC=C(C=C1)P([C-]2C=CC=C2)C3=CC=CC=C3.Cl[Pd]Cl.[Fe+2] (Pd(dppf)2Cl2). Run in COCCOC.CCO (DME EtOH), C(=O)([O-])[O-].[Na+].[Na+] (Na2CO3). Conditions: temperature 80 celsius. Product: CS(=O)(=O)C1=CC=C(C=C1)NC(=O)C1=C(N(C(=C1)C)C1=C(C=CC=C1)C1=CC(=CC=C1)Cl)C (1-(3′-CHLORO-BIPHENYL-2-YL)-2,5-DIMETHYL-1H-PYRROLE-3-CARBOXYLIC ACID (4-METHANESULFONYL-PHENYL)-AMIDE). The yield is 48.1%. RXN SMILES: [CH3:1][S:2]([C:5]1[CH:10]=[CH:9][C:8]([NH:11][C:12]([C:14]2[CH:18]=[C:17]([CH3:19])[N:16]([C:20]3[CH:25]=[CH:24][CH:23]=[CH:22][C:21]=3Br)[C:15]=2[CH3:27])=[O:13])=[CH:7][CH:6]=1)(=[O:4])=[O:3].[Cl:28][C:29]1[CH:30]=[C:31](B(O)O)[CH:32]=[CH:33][CH:34]=1>COCCOC.CCO.C([O-])([O-])=O.[Na+].[Na+].C1C=CC(P(C2C=CC=CC=2)[C-]2C=CC=C2)=CC=1.C1C=CC(P(C2C=CC=CC=2)[C-]2C=CC=C2)=CC=1.Cl[Pd]Cl.[Fe+2]>[CH3:1][S:2]([C:5]1[CH:10]=[CH:9][C:8]([NH:11][C:12]([C:14]2[CH:18]=[C:17]([CH3:19])[N:16]([C:20]3[CH:25]=[CH:24][CH:23]=[CH:22][C:21]=3[C:33]3[CH:32]=[CH:31][CH:30]=[C:29]([Cl:28])[CH:34]=3)[C:15]=2[CH3:27])=[O:13])=[CH:7][CH:6]=1)(=[O:4])=[O:3] |f:2.3,4.5.6,7.8.9.10|. Procedure details: To a stirring solution of 1-(2-bromophenyl)-2,5-dimethyl-1H-pyrrole-3-carboxylic acid (4-methanesulfonyl-phenyl)-amide (100 mg, 0.23 mmol) and 3-chlorophenylboronic acid (0.95 g, 0.57 mmol) in DME/EtOH (2:1, 5 mL), 1M Na2CO3 (0.80 mL) and Pd(dppf)2Cl2 (38 mg, 0.046 mmol) were added. The reaction mixture was degassed and heated at 80° C. under Argon for 1 h and monitored by LC-MS. The mixture was diluted with DCM (20 mL) and washed with 15 mL of brine. The aqueous phase was extracted with DCM (20... Reactants: Br.BrC1=CN=C(S1)N (5-Bromo-thiazol-2-ylamine hydrobromide), BrC=1C=C(SC1Cl)S(=O)(=O)Cl (4-Bromo-5-chloro-thiophene-2-sulfonyl chloride), N1=CC=CC=C1 (pyridine), [O-]C#N.[Na+] (sodium cyanate). The reagents and catalysts are C(C)(=O)O (acetic acid). Solvent: O (Water), C(C)#N (acetonitrile). Run at time 4 hour. Yields the product BrC=1C=C(SC1Cl)S(=O)(=O)NC(NC=1SC(=CN1)Br)=O (4-bromo-N-[(5-bromo-1,3-thiazol-2-yl)carbamoyl]-5-chlorothiophene-2-sulfonamide). Reaction SMILES: [Br:1][C:2]1[CH:3]=[C:4]([S:8](Cl)(=[O:10])=[O:9])[S:5][C:6]=1[Cl:7].N1C=CC=CC=1.[O-:18][C:19]#[N:20].[Na+].Br.[Br:23][C:24]1[S:28][C:27]([NH2:29])=[N:26][CH:25]=1>C(#N)C.C(O)(=O)C.O>[Br:1][C:2]1[CH:3]=[C:4]([S:8]([NH:20][C:19](=[O:18])[NH:29][C:27]2[S:28][C:24]([Br:23])=[CH:25][N:26]=2)(=[O:10])=[O:9])[S:5][C:6]=1[Cl:7] |f:2.3,4.5|. Procedure details: 4-Bromo-5-chloro-thiophene-2-sulfonyl chloride (0.44 g, 1.50 mmol) and pyridine (0.27 ml, 3.40 mmol) were added to a stirred suspension of sodium cyanate (0.14 g, 2.20 mmol) in dry acetonitrile (1 ml) and the mixture stirred at room temperature for 4 hours. 5-Bromo-thiazol-2-ylamine hydrobromide (0.26 g, 1.00 mmol) was added and the reaction stirred for 30 minutes. Water (2 ml) and acetic acid (3 drops) were added. The resulting precipitate was filtered and the solid washed with water, cold meth... Reactants: COc1ccc(C2CCNC2)cc1, CCO, CCN(C(C)C)C(C)C, FC(F)(F)c1nnc2ccc(Cl)nn12, Cl. Product: COc1ccc(C2CCN(c3ccc4nnc(C(F)(F)F)n4n3)C2)cc1. Reaction SMILES: [CH3:16][O:17][c:18]1[cH:19][cH:20][c:21]([CH:24]2[CH2:25][NH:26][CH2:27][CH2:28]2)[cH:22][cH:23]1.[CH3:38][CH2:39][OH:40].[CH:29]([N:30]([CH2:31][CH3:32])[CH:33]([CH3:34])[CH3:35])([CH3:36])[CH3:37].[Cl:1][c:2]1[cH:3][cH:4][c:5]2[n:6]([n:7]1)[c:8]([C:11]([F:12])([F:13])[F:14])[n:9][n:10]2.[ClH:15]>>[c:2]1([N:26]2[CH2:25][CH:24]([c:21]3[cH:20][cH:19][c:18]([O:17][CH3:16])[cH:23][cH:22]3)[CH2:28][CH2:27]2)[cH:3][cH:4][c:5]2[n:6]([n:7]1)[c:8]([C:11]([F:12])([F:13])[F:14])[n:9][n:10]2. Starting materials: COC(=O)C1=CC=C2C=CNC2=C1 (1H-indole-6-carboxylic acid methyl ester), BrCCOC1=CC=CC=C1 (1-(2-bromoethoxy)benzene), C(=O)([O-])[O-].[K+].[K+] (K2CO3). Run in C(C)(=O)OCC (ethyl acetate), CN(C)C=O (DMF). Conditions: time 16 hour. Product: O(C1=CC=CC=C1)CCN1C=CC2=CC=C(C=C12)C(=O)OC (methyl 1-(2-phenoxyethyl)-1H-indole-6-carboxylate). Isolated yield 73.6%. RXN SMILES: [CH3:1][O:2][C:3]([C:5]1[CH:13]=[C:12]2[C:8]([CH:9]=[CH:10][NH:11]2)=[CH:7][CH:6]=1)=[O:4].Br[CH2:15][CH2:16][O:17][C:18]1[CH:23]=[CH:22][CH:21]=[CH:20][CH:19]=1.C([O-])([O-])=O.[K+].[K+]>CN(C=O)C.C(OCC)(=O)C>[O:17]([CH2:16][CH2:15][N:11]1[C:12]2[C:8](=[CH:7][CH:6]=[C:5]([C:3]([O:2][CH3:1])=[O:4])[CH:13]=2)[CH:9]=[CH:10]1)[C:18]1[CH:23]=[CH:22][CH:21]=[CH:20][CH:19]=1 |f:2.3.4|. Procedure: To a solution of 1H-indole-6-carboxylic acid methyl ester (0.5 g, 2.9 mmol) and 1-(2-bromoethoxy)benzene (0.74 g, 3.7 mmol) in DMF (15 mL) was added K2CO3 (1.2 g, 8.6 mmol). After stirring at room temperature for 16 hr, the mixture was heated to 55° C. for 5 hr then cooled to room temperature and diluted with ethyl acetate (100 ml) and washed with water (3×50 ml). The organic layer was dried (MgSO4), filtered and concentrated. The remaining residue was subjected to flash chromatography (20% ethy... Reactants: O=C([O-])[O-], C=CCOc1ccc(CBr)cc1F, CC(C)CC(NS(=O)(=O)c1ccc(Cl)cc1)C(N)=O, [Cs+], [Cs+], CN(C)C=O. Yields the product C=CCOc1ccc(CN(C(CC(C)C)C(N)=O)S(=O)(=O)c2ccc(Cl)cc2)cc1F. RXN SMILES: [C:20](=[O:21])([O-:22])[O-:23].[CH2:26]([CH:27]=[CH2:28])[O:29][c:30]1[c:31]([F:38])[cH:32][c:33]([CH2:36][Br:37])[cH:34][cH:35]1.[Cl:1][c:2]1[cH:3][cH:4][c:5]([S:8](=[O:9])(=[O:10])[NH:11][CH:12]([C:13](=[O:14])[NH2:15])[CH2:16][CH:17]([CH3:18])[CH3:19])[cH:6][cH:7]1.[Cs+:24].[Cs+:25].[O:39]=[CH:40][N:41]([CH3:42])[CH3:43]>>[Cl:1][c:2]1[cH:3][cH:4][c:5]([S:8](=[O:9])(=[O:10])[N:11]([CH:12]([C:13](=[O:14])[NH2:15])[CH2:16][CH:17]([CH3:18])[CH3:19])[CH2:36][c:33]2[cH:32][c:31]([F:38])[c:30]([O:29][CH2:26][CH:27]=[CH2:28])[cH:35][cH:34]2)[cH:6][cH:7]1.